From a dataset of the Open Reaction Database (ORD), a public repository of structured organic reaction records. describe an organic reaction: reactants, conditions, products, and yield The reactants are ClC=1C=C(C=C(C1)Cl)S(=O)(=O)N1CCCC2=CC=C(C=C12)C(=O)NC1=CC(=C(C(=O)O)C=C1)F (4-{[1-(3,5-Dichloro-benzenesulfonyl)-1,2,3,4-tetrahydro-quinoline-7-carbonyl]-amino}-2-fluoro-benzoic acid), ClC=1C=C(C=C(C1)Cl)S(=O)(=O)Cl (3,5-dichloro-benzenesulfonyl chloride). Product: C(C)OC(C1=C(C=C(C=C1)NC(=O)C1=CC=C2CCCN(C2=C1)S(=O)(=O)C1=CC(=CC(=C1)Cl)Cl)F)=O (4-{[1-(3,5-dichloro-benzenesulfonyl)-1,2,3,4-tetrahydro-quinoline-7-carbonyl]-amino}-2-fluoro-benzoic acid ethyl ester). As a reaction SMILES: [Cl:1][C:2]1[CH:3]=[C:4]([S:9]([N:12]2[C:21]3[C:16](=[CH:17][CH:18]=[C:19]([C:22]([NH:24][C:25]4[CH:33]=[CH:32][C:28]([C:29]([OH:31])=[O:30])=[C:27]([F:34])[CH:26]=4)=[O:23])[CH:20]=3)[CH2:15][CH2:14][CH2:13]2)(=[O:11])=[O:10])[CH:5]=[C:6]([Cl:8])[CH:7]=1.Cl[C:36]1C=C(S(Cl)(=O)=O)C=C(Cl)[CH:41]=1>>[CH2:36]([O:30][C:29](=[O:31])[C:28]1[CH:32]=[CH:33][C:25]([NH:24][C:22]([C:19]2[CH:20]=[C:21]3[C:16]([CH2:15][CH2:14][CH2:13][N:12]3[S:9]([C:4]3[CH:5]=[C:6]([Cl:8])[CH:7]=[C:2]([Cl:1])[CH:3]=3)(=[O:11])=[O:10])=[CH:17][CH:18]=2)=[O:23])=[CH:26][C:27]=1[F:34])[CH3:41]. Procedure details: 4-{[1-(3,5-Dichloro-benzenesulfonyl)-1,2,3,4-tetrahydro-quinoline-7-carbonyl]-amino}-2-fluoro-benzoic acid, m/z (ES+): 523.18 (M+H+.), was prepared in analogy to example 48, steps 1 to 5. Step 4 was performed using 3,5-dichloro-benzenesulfonyl chloride, yielding 4-{[1-(3,5-dichloro-benzenesulfonyl)-1,2,3,4-tetrahydro-quinoline-7-carbonyl]-amino}-2-fluoro-benzoic acid ethyl ester, which was hydrolyzed in step 5. The reactants are [OH-].[Na+] (sodium hydroxide), ClC1=CC=C(C=C1)C(OCC#C)Cl (1-Chloro-4-(chloro-prop-2-ynyloxy-methyl)-benzene), [C-]#N.[Na+] (sodium cyanide), O (water). Run in CN(C=O)C (N,N-dimethylformamide). Run at time 3 hour. Yields the product ClC1=CC=C(C=C1)C(C#N)OCC#C ((4-Chloro-phenyl)-prop-2-ynyloxy-acetonitrile). Yield: 74.0%. RXN SMILES: [Cl:1][C:2]1[CH:7]=[CH:6][C:5]([CH:8](Cl)[O:9][CH2:10][C:11]#[CH:12])=[CH:4][CH:3]=1.[C-:14]#[N:15].[Na+].O.[OH-].[Na+]>CN(C)C=O>[Cl:1][C:2]1[CH:7]=[CH:6][C:5]([CH:8]([O:9][CH2:10][C:11]#[CH:12])[C:14]#[N:15])=[CH:4][CH:3]=1 |f:1.2,4.5|. Reported procedure: 1-Chloro-4-(chloro-prop-2-ynyloxy-methyl)-benzene (13.0 g) is added to sodium cyanide (3.1 g) in N,N-dimethylformamide (40 ml) over 2 hours at room temperature. The reaction mixture is stirred at room temperature for 3 hours and then poured into water (200 ml), which contained sodium hydroxide (4 g). The aqueous phase is extracted with tert butyl methyl ether (2×200 ml). The organic phases are washed with water (2×50 ml), combined, dried (sodium sulfate) and evaporated. (4-Chloro-phenyl)-prop-2-... Starting materials: ON\C(\C=1C=CC=C2C(=CNC12)CCC(=O)OCC)=N/[H] (Ethyl 3-{7-[(Z)-(hydroxyamino)(imino)methyl]-1H-indol-3-yl}propanoate), C(C)OC=1C=C(C(=O)O)C=CC1OCC (3,4-bis(ethyloxy)benzoic acid), CCN=C=NCCCN(C)C (EDCI), C=1C=CC2=C(C1)N=NN2O (HOBT), CCCC[N+](CCCC)(CCCC)CCCC.[F-] (TBAF). Solvent: O1CCCC1 (tetrahydrofuran). Run at time 2 hour. Yields the product C(C)OC=1C=C(C=CC1OCC)C1=NC(=NO1)C=1C=CC=C2C(=CNC12)CCC(=O)OCC (Ethyl 3-(7-{5-[3,4-bis(ethyloxy)phenyl]-1,2,4-oxadiazol-3-yl}-1H-indol-3-yl)propanoate). Isolated yield 78.5%. RXN SMILES: [CH2:1]([O:3][C:4]1[CH:5]=[C:6]([CH:10]=[CH:11][C:12]=1[O:13][CH2:14][CH3:15])[C:7]([OH:9])=O)[CH3:2].CCN=C=NCCCN(C)C.C1C=CC2N(O)N=NC=2C=1.O[NH:38]/[C:39](=[N:56]\[H])/[C:40]1[CH:41]=[CH:42][CH:43]=[C:44]2[C:48]=1[NH:47][CH:46]=[C:45]2[CH2:49][CH2:50][C:51]([O:53][CH2:54][CH3:55])=[O:52].CCCC[N+](CCCC)(CCCC)CCCC.[F-]>O1CCCC1>[CH2:1]([O:3][C:4]1[CH:5]=[C:6]([C:7]2[O:9][N:56]=[C:39]([C:40]3[CH:41]=[CH:42][CH:43]=[C:44]4[C:48]=3[NH:47][CH:46]=[C:45]4[CH2:49][CH2:50][C:51]([O:53][CH2:54][CH3:55])=[O:52])[N:38]=2)[CH:10]=[CH:11][C:12]=1[O:13][CH2:14][CH3:15])[CH3:2] |f:4.5|. Reported procedure: To a solution of 3,4-bis(ethyloxy)benzoic acid (631 mg) in tetrahydrofuran (15 mL) stirred at room temperature was added EDCI (767 mg) and HOBT (613 mg). The reaction mixture was stirred for 2 h. Then ethyl 3-{7-[(Z)-(hydroxyamino)(imino)methyl]-1H-indol-3-yl}propanoate (D35) (551 mg) was added. The reaction mixture was stirred at 60° C. for 2 h, and then TBAF (2092 mg) was added. The reaction vessel was sealed and heated in Biotage Initiator using initial normal to 130° C. for 3 h. After coolin...